Dataset: the Open Reaction Database (ORD), a public repository of structured organic reaction records. Task: describe an organic reaction: reactants, conditions, products, and yield The reactants are COC(=O)C(Cc1c[nH]c2ccccc12)NC(=O)OC(C)(C)C, CO, N. Yields the product CC(C)(C)OC(=O)NC(Cc1c[nH]c2ccccc12)C(N)=O. As a reaction SMILES: [C:1]([CH3:2])([CH3:3])([CH3:4])[O:5][C:6](=[O:7])[NH:8][CH:9]([C:10](=[O:11])[O:12][CH3:13])[CH2:14][c:15]1[cH:16][nH:17][c:18]2[cH:19][cH:20][cH:21][cH:22][c:23]12.[CH3:25][OH:26].[NH3:24]>>[C:1]([CH3:2])([CH3:3])([CH3:4])[O:5][C:6](=[O:7])[NH:8][CH:9]([C:10](=[O:11])[NH2:24])[CH2:14][c:15]1[cH:16][nH:17][c:18]2[cH:19][cH:20][cH:21][cH:22][c:23]12. Starting materials: NC=1C(=NC(=CN1)C1=C2C=CC=NC2=CC=C1)NCC1=CC=C(C=C1)OC ((3-Amino-6-(5-quinolyl)pyrazin-2-yl)[(4-methoxyphenyl)methyl]amine), BrC1=CN=C(C(=N1)NCC1=CC=C(C=C1)OC)N (6-Bromo-N2-(4-methoxybenzyl)pyrazine-2,3-diamine), N1=CC=CC=2C(=CC=CC12)B(O)O (quinoline-5-boronic acid), C([O-])([O-])=O.[K+].[K+] (potassium carbonate). The reagents and catalysts are C=1C=CC(=CC1)[P](C=2C=CC=CC2)(C=3C=CC=CC3)[Pd]([P](C=4C=CC=CC4)(C=5C=CC=CC5)C=6C=CC=CC6)([P](C=7C=CC=CC7)(C=8C=CC=CC8)C=9C=CC=CC9)[P](C=1C=CC=CC1)(C=1C=CC=CC1)C=1C=CC=CC1 (tetrakis(triphenylphosphine)palladium). Solvent: CN(C=O)C (dimethylformamide), O (water). The product is COC1=CC=C(CN2C(NC=3C2=NC(=CN3)C3=C2C=CC=NC2=CC=C3)=O)C=C1 (1-(4-METHOXYBENZYL)-6-(QUINOLIN-5-YL)-1H-IMIDAZO[4,5-B]PYRAZIN-2(3H)-ONE). Isolated yield 15.0%. As a reaction SMILES: [NH2:1][C:2]1[C:3]([NH:18][CH2:19][C:20]2[CH:25]=[CH:24][C:23]([O:26][CH3:27])=[CH:22][CH:21]=2)=[N:4][C:5]([C:8]2[CH:17]=[CH:16][CH:15]=[C:14]3[C:9]=2[CH:10]=[CH:11][CH:12]=[N:13]3)=[CH:6][N:7]=1.BrC1N=C(NCC2C=C[C:40]([O:43]C)=CC=2)C(N)=NC=1.N1C2C=CC=C(B(O)O)C=2C=CC=1.C(=O)([O-])[O-].[K+].[K+]>C1C=CC([P]([Pd]([P](C2C=CC=CC=2)(C2C=CC=CC=2)C2C=CC=CC=2)([P](C2C=CC=CC=2)(C2C=CC=CC=2)C2C=CC=CC=2)[P](C2C=CC=CC=2)(C2C=CC=CC=2)C2C=CC=CC=2)(C2C=CC=CC=2)C2C=CC=CC=2)=CC=1.CN(C)C=O.O>[CH3:27][O:26][C:23]1[CH:24]=[CH:25][C:20]([CH2:19][N:18]2[C:3]3=[N:4][C:5]([C:8]4[CH:17]=[CH:16][CH:15]=[C:14]5[C:9]=4[CH:10]=[CH:11][CH:12]=[N:13]5)=[CH:6][N:7]=[C:2]3[NH:1][C:40]2=[O:43])=[CH:21][CH:22]=1 |f:3.4.5,^1:68,70,89,108|. Procedure: (3-Amino-6-(5-quinolyl)pyrazin-2-yl)[(4-methoxyphenyl)methyl]amine. 6-Bromo-N2-(4-methoxybenzyl)pyrazine-2,3-diamine (0.928 g, 3.00 mmol), quinoline-5-boronic acid (0.675 g, 3.9 mmol), tetrakis(triphenylphosphine)palladium (0.306 g, 0.265 mmol), potassium carbonate (1.10 g, 7.95 mmol), water (7 ml) and dimethylformamide (35 mL) were reacted according to General Procedure B. The crude material was purified via Biotage silica gel chromatography (0-10% methanol in dichloromethane) followed by tritu... Reactants: [NH4+].[Cl-] (NH4Cl), O1CCC(CC1)CNC(OC(C)(C)C)=O (tert-butyl N-(4-tetrahydropyranylmethyl)carbamate), IC (iodomethane), [H-].[Na+] (sodium hydride). Run in CN(C=O)C (N,N-dimethylformamide), C(C)(=O)OCC (ethyl acetate). Run at time 8 hour. Yields the product CN(C(OC(C)(C)C)=O)CC1CCOCC1 (tert-butyl N-methyl-N-(4-tetrahydropyranylmethyl)carbamate). Isolated yield 94.5%. Reaction SMILES: [O:1]1[CH2:6][CH2:5][CH:4]([CH2:7][NH:8][C:9](=[O:15])[O:10][C:11]([CH3:14])([CH3:13])[CH3:12])[CH2:3][CH2:2]1.I[CH3:17].[H-].[Na+].[NH4+].[Cl-]>CN(C)C=O.C(OCC)(=O)C>[CH3:17][N:8]([CH2:7][CH:4]1[CH2:5][CH2:6][O:1][CH2:2][CH2:3]1)[C:9](=[O:15])[O:10][C:11]([CH3:12])([CH3:14])[CH3:13] |f:2.3,4.5|. Procedure: To a solution of tert-butyl N-(4-tetrahydropyranylmethyl)carbamate (610 mg, 2.8 mmol) and iodomethane (805 mg, 5.6 mmol) in 6.0 mL of N,N-dimethylformamide was added sodium hydride (60%, 227 mg, 5.6 mmol) under ice-cooled conditions. After the reaction mixture was stirred at room temperature overnight, the solution was added with saturated NH4Cl aqueous solution, and diluted with ethyl acetate. The separated organic layer was washed with brine, and dried over Na2SO4. After filtration, the filtra... Starting materials: C(C)(=O)NCCC=1N=C(N(C1)C(C1=CC=CC=C1)(C1=CC=CC=C1)C1=CC=CC=C1)F (4-(2-acetylaminoethyl)-2-fluoro-1-triphenylmethylimidazole), CS(=O)(=O)Cl (methanesulphonyl chloride). Product: FC=1N(C=C(N1)CCNS(=O)(=O)C)C(C1=CC=CC=C1)(C1=CC=CC=C1)C1=CC=CC=C1 (2-fluoro-4-(2-methanesulphonylaminoethyl)-1-triphenylmethylimidazole). As a reaction SMILES: C([NH:4][CH2:5][CH2:6][C:7]1[N:8]=[C:9]([F:31])[N:10]([C:12]([C:25]2[CH:30]=[CH:29][CH:28]=[CH:27][CH:26]=2)([C:19]2[CH:24]=[CH:23][CH:22]=[CH:21][CH:20]=2)[C:13]2[CH:18]=[CH:17][CH:16]=[CH:15][CH:14]=2)[CH:11]=1)(=O)C.[CH3:32][S:33](Cl)(=[O:35])=[O:34]>>[F:31][C:9]1[N:10]([C:12]([C:25]2[CH:30]=[CH:29][CH:28]=[CH:27][CH:26]=2)([C:19]2[CH:24]=[CH:23][CH:22]=[CH:21][CH:20]=2)[C:13]2[CH:18]=[CH:17][CH:16]=[CH:15][CH:14]=2)[CH:11]=[C:7]([CH2:6][CH2:5][NH:4][S:33]([CH3:32])(=[O:35])=[O:34])[N:8]=1. Procedure: Using the same procedure as for the starting material of Example 29 but using methanesulphonyl chloride in place of acetyl chloride, there was obtained 2-fluoro-4-(2-methanesulphonylaminoethyl)-1-triphenylmethylimidazole, which was used without further characterisation. Reactants: CCCC[N+](CCCC)(CCCC)CCCC, CCOC(C)=O, [F-], C1CCOC1, COCCOc1cnc2c(c1)cc(C(=CC1CCCC1)c1ccc(S(C)(=O)=O)cc1)n2S(=O)(=O)c1ccccc1. Yields the product COCCOc1cnc2[nH]c(C(=CC3CCCC3)c3ccc(S(C)(=O)=O)cc3)cc2c1. RXN SMILES: [CH3:42][CH2:43][CH2:44][CH2:45][N+:46]([CH2:47][CH2:48][CH2:49][CH3:50])([CH2:51][CH2:52][CH2:53][CH3:54])[CH2:55][CH2:56][CH2:57][CH3:58].[CH3:64][CH2:65][O:66][C:67](=[O:68])[CH3:69].[F-:41].[O:59]1[CH2:60][CH2:61][CH2:62][CH2:63]1.[c:1]1([S:2](=[O:3])(=[O:4])[n:10]2[c:11]([C:24](=[CH:25][CH:26]3[CH2:27][CH2:28][CH2:29][CH2:30]3)[c:31]3[cH:32][cH:33][c:34]([S:37](=[O:38])(=[O:39])[CH3:40])[cH:35][cH:36]3)[cH:12][c:13]3[c:14]2[n:15][cH:16][c:17]([O:19][CH2:20][CH2:21][O:22][CH3:23])[cH:18]3)[cH:5][cH:6][cH:7][cH:8][cH:9]1>>[nH:10]1[c:11]([C:24](=[CH:25][CH:26]2[CH2:27][CH2:28][CH2:29][CH2:30]2)[c:31]2[cH:32][cH:33][c:34]([S:37](=[O:38])(=[O:39])[CH3:40])[cH:35][cH:36]2)[cH:12][c:13]2[c:14]1[n:15][cH:16][c:17]([O:19][CH2:20][CH2:21][O:22][CH3:23])[cH:18]2.